This data is from the Open Reaction Database (ORD), a public repository of structured organic reaction records. The task is: describe an organic reaction: reactants, conditions, products, and yield Reactants: OC1(c2ccc(C(F)(F)F)cc2)CCN(Cc2ccccc2)CC1, CCO, CC(=O)O, [Na+], [OH-], O. Yields the product OC1(c2ccc(C(F)(F)F)cc2)CCNCC1. RXN SMILES: [CH2:1]([c:2]1[cH:3][cH:4][cH:5][cH:6][cH:7]1)[N:8]1[CH2:9][CH2:10][C:11]([c:14]2[cH:15][cH:16][c:17]([C:20]([F:21])([F:22])[F:23])[cH:18][cH:19]2)([OH:24])[CH2:12][CH2:13]1.[CH3:25][CH2:26][OH:27].[CH3:28][C:29](=[O:30])[OH:31].[Na+:33].[OH-:32].[OH2:34]>>[NH:8]1[CH2:9][CH2:10][C:11]([c:14]2[cH:15][cH:16][c:17]([C:20]([F:21])([F:22])[F:23])[cH:18][cH:19]2)([OH:24])[CH2:12][CH2:13]1. Reactants: c1ccc(Cc2cc3ccccc3s2)cc1, COC(Cl)Cl, ClCCl, Cl, Cl[Sn](Cl)(Cl)Cl. Yields the product O=Cc1c(Cc2ccccc2)sc2ccccc12. As a reaction SMILES: [CH2:6]([c:7]1[cH:8][cH:9][cH:10][cH:11][cH:12]1)[c:13]1[cH:14][c:15]2[c:16]([s:17]1)[cH:18][cH:19][cH:20][cH:21]2.[CH3:22][O:23][CH:24]([Cl:25])[Cl:26].[Cl:28][CH2:29][Cl:30].[ClH:27].[Sn:1]([Cl:2])([Cl:3])([Cl:4])[Cl:5]>>[CH2:6]([c:7]1[cH:8][cH:9][cH:10][cH:11][cH:12]1)[c:13]1[c:14]([CH:22]=[O:23])[c:15]2[c:16]([s:17]1)[cH:18][cH:19][cH:20][cH:21]2. Run in O1CCOCC1 (1,4-dioxane). Procedure details: To 1,4-dioxane were added 3.22 g of 4-iodopyridine, 10.87 g of potassium carbonate, 0.036 g of tetrakis(triphenylphosphinepalladium) and 5.5 g of 1-(trifluoromethyl)vinylboronic acid, and the mixture was stirred at 110° C. for 8 hours. Thereafter, this solution was poured into an aqueous saturated ammonium chloride solution, followed by extraction with diethyl ether three times. The organic layers were combined, washed with an aqueous saturated sodium chloride solution, dried with anhydrous magn... The yield is 73.5%. Reaction SMILES: I[C:2]1[CH:7]=[CH:6][N:5]=[CH:4][CH:3]=1.C(=O)([O-])[O-].[K+].[K+].[F:14][C:15]([F:22])([F:21])[C:16](B(O)O)=[CH2:17].[Cl-].[NH4+]>O1CCOCC1>[F:14][C:15]([F:22])([F:21])[C:16]([C:2]1[CH:7]=[CH:6][N:5]=[CH:4][CH:3]=1)=[CH2:17] |f:1.2.3,5.6|. Starting materials: IC1=CC=NC=C1 (4-iodopyridine), C([O-])([O-])=O.[K+].[K+] (potassium carbonate), tetrakis(triphenylphosphinepalladium), FC(C(=C)B(O)O)(F)F (1-(trifluoromethyl)vinylboronic acid), [Cl-].[NH4+] (ammonium chloride). The product is FC(C(=C)C1=CC=NC=C1)(F)F (4-[1-(trifluoromethyl)ethenyl]pyridine). Conditions: temperature 110 celsius, time 8 hour. The reactants are ClC1=NC=C(C=C1Cl)SCC (2,3-dichloro-5-ethylthiopyridine), ClC1=CC(=CC=C1)C(=O)OO (m-chloroperbenzoic acid). The solvent is C(Cl)Cl (methylene chloride). Product: ClC1=NC=C(C=C1Cl)S(=O)CC (2,3-Dichloro-5-ethylsulfinylpyridine). The yield is 42.0%. As a reaction SMILES: [Cl:1][C:2]1[C:7]([Cl:8])=[CH:6][C:5]([S:9][CH2:10][CH3:11])=[CH:4][N:3]=1.ClC1C=CC=C(C(OO)=[O:20])C=1>C(Cl)Cl>[Cl:1][C:2]1[C:7]([Cl:8])=[CH:6][C:5]([S:9]([CH2:10][CH3:11])=[O:20])=[CH:4][N:3]=1. Procedure: 4 g (0.02 mol) of 2,3-dichloro-5-ethylthiopyridine were reacted with 3.47 g (0.02 mol) of m-chloroperbenzoic acid in 30 ml of methylene chloride by a method similar to Example 1, Precursor β. After the crude product had been purified by means of flash chromatography on silica gel (eluent: cyclohexane/ethyl acetate=2:1), 1.9 g of product of value were obtained in the form of white crystals. Yield: 42%. m.p.: 78-79° C.; 1H-NMR (d6 dimethyl sulfoxide): δ [ppm]=1.1 (t; CH3); 3.0 and 3.2 (2×m, CH2); ... Reactants: Cl, CC(C)(C)NCC(=O)c1cc(C#N)c(N)c(C#N)c1. Product: CC(C)(C)NCC(O)c1cc(C#N)c(N)c(C#N)c1. Reaction SMILES: [ClH:1].[NH2:2][c:3]1[c:4]([C:19]#[N:20])[cH:5][c:6]([C:11]([CH2:12][NH:13][C:14]([CH3:15])([CH3:16])[CH3:17])=[O:18])[cH:7][c:8]1[C:9]#[N:10]>>[NH2:2][c:3]1[c:4]([C:19]#[N:20])[cH:5][c:6]([CH:11]([CH2:12][NH:13][C:14]([CH3:15])([CH3:16])[CH3:17])[OH:18])[cH:7][c:8]1[C:9]#[N:10]. Starting materials: C(C)(C)(C)C=1C(=C(N(N1)C)C1=NC2=NC(=NC(=C2N1)C)C1=C(C=CC=C1)C(F)(F)F)Cl (8-(5-tert-butyl-4-chloro-2-methyl-2H-pyrazol-3-yl)-6-methyl-2-(2-trifluoromethyl-phenyl)-7H-purine), Cl (HCl). The solvent is CCO (EtOH). Yields the product Cl.C(C)(C)(C)C=1C(=C(N(N1)C)C1=NC2=NC(=NC(=C2N1)C)C1=C(C=CC=C1)C(F)(F)F)Cl (8-(5-tert-butyl-4-chloro-2-methyl-2H-pyrazol-3-yl)-6-methyl-2-(2-trifluoromethyl-phenyl)-7H-purine hydrochloride). RXN SMILES: [C:1]([C:5]1[C:6]([Cl:31])=[C:7]([C:11]2[NH:19][C:18]3[C:13](=[N:14][C:15]([C:21]4[CH:26]=[CH:25][CH:24]=[CH:23][C:22]=4[C:27]([F:30])([F:29])[F:28])=[N:16][C:17]=3[CH3:20])[N:12]=2)[N:8]([CH3:10])[N:9]=1)([CH3:4])([CH3:3])[CH3:2].Cl>CCO>[ClH:31].[C:1]([C:5]1[C:6]([Cl:31])=[C:7]([C:11]2[NH:19][C:18]3[C:13](=[N:14][C:15]([C:21]4[CH:26]=[CH:25][CH:24]=[CH:23][C:22]=4[C:27]([F:29])([F:28])[F:30])=[N:16][C:17]=3[CH3:20])[N:12]=2)[N:8]([CH3:10])[N:9]=1)([CH3:4])([CH3:2])[CH3:3] |f:3.4|. Procedure details: A solution of 8-(5-tert-butyl-4-chloro-2-methyl-2H-pyrazol-3-yl)-6-methyl-2-(2-trifluoromethyl-phenyl)-7H-purine (99.7 mg, 0.222 mmol, prepared as in STEP B above) in EtOH (6 mL) was treated with HCl (44.4 μL, 0.222 mmol, 5 M in IPA) at room temperature for 1.5 h and concentrated in vacuo. EtOH (0.5 mL) was added, and the resulting glassy solid was dissolved using sonication and heating. Hexanes (5 mL) were added, and the resulting mixture was concentrated in vacuo. The resulting foamy solid was... Reaction SMILES: [Br-:21].[CH3:23][c:24]1[cH:25][cH:26][cH:27][cH:28][cH:29]1.[ClH:22].[K+:20].[O:3]=[C:4]([CH2:5][C:6](=[O:7])[NH:8][c:9]1[cH:10][cH:11][c:12]([C:15]([F:16])([F:17])[F:18])[cH:13][cH:14]1)[CH3:19].[OH2:30].[OH:1][OH:2]>>[O:3]=[C:4]([CH:5]([C:6](=[O:7])[NH:8][c:9]1[cH:10][cH:11][c:12]([C:15]([F:16])([F:17])[F:18])[cH:13][cH:14]1)[Br:21])[CH3:19]. Yields the product CC(=O)C(Br)C(=O)Nc1ccc(C(F)(F)F)cc1. The reactants are [Br-], Cc1ccccc1, Cl, [K+], CC(=O)CC(=O)Nc1ccc(C(F)(F)F)cc1, O, OO.